Dataset: the Open Reaction Database (ORD), a public repository of structured organic reaction records. Task: describe an organic reaction: reactants, conditions, products, and yield Reaction SMILES: [Br-:37].[C:12]1(=[O:13])[O:14][CH2:15][CH2:16][O:17]1.[C:1]([O:2][CH2:3][CH2:4][Cl:5])([O:6][CH:7]([CH2:8][Cl:9])[CH3:10])=[O:11].[CH2:18]=[CH:19][CH3:20].[CH2:26]1[O:27][CH:28]1[CH3:29].[CH2:30]1[O:31][CH2:32]1.[CH2:38]([P+:39]([CH2:40][CH2:41][CH2:42][CH3:43])([CH2:44][CH2:45][CH2:46][CH3:47])[CH2:48][CH2:49][CH2:50][CH3:51])[CH2:52][CH2:53][CH3:54].[CH:55]([Cl:56])([Cl:57])[Cl:58].[Cl:21].[Cl:33][CH2:34][CH2:35][Cl:36].[O-:22][C:23](=[O:24])[O-:25]>>[C:1]([O:2][CH2:3][CH2:4][Cl:5])([O:6][CH:7]([CH2:8][Cl:9])[CH3:10])=[O:11].[CH3:12][CH:35]([CH2:34][Cl:33])[Cl:36]. Reactants: [Br-], O=C1OCCO1, CC(CCl)OC(=O)OCCCl, C=CC, CC1CO1, C1CO1, CCCC[P+](CCCC)(CCCC)CCCC, ClC(Cl)Cl, Cl, ClCCCl, O=C([O-])[O-]. Product: CC(CCl)OC(=O)OCCCl, CC(Cl)CCl. Starting materials: O1C(=CC2=C1C=CC=C2)C(O)C2=CC=CC=C2 ((benzofuran-2-yl)phenylmethanol), N1C=NC=C1 (imidazole), Cl.O1C(=CC2=C1C=CC=C2)C(N2C=NC=C2)C2=C(C=CC=C2)C (1-[(benzofuran-2-yl)(o-methylphenyl)methyl]-1H-imidazole hydrochloride), S(=O)(Cl)Cl (thionylchloride). Run in C(C)#N (acetonitrile), C(C)#N (acetonitrile). Run at time 1 hour. The product is Cl.O1C(=CC2=C1C=CC=C2)C(N2C=NC=C2)C2=CC=CC=C2 (1-[(benzofuran-2-yl)phenylmethyl]-1H-imidazole-hydrochloride). RXN SMILES: N1C=CN=C1.Cl.[O:7]1[C:11]2[CH:12]=[CH:13][CH:14]=[CH:15][C:10]=2[CH:9]=[C:8]1[CH:16]([C:22]1[CH:27]=[CH:26][CH:25]=[CH:24][C:23]=1C)[N:17]1[CH:21]=[CH:20][N:19]=[CH:18]1.S(Cl)([Cl:31])=O.O1C2C=CC=CC=2C=C1C(C1C=CC=CC=1)O>C(#N)C>[ClH:31].[O:7]1[C:11]2[CH:12]=[CH:13][CH:14]=[CH:15][C:10]=2[CH:9]=[C:8]1[CH:16]([C:22]1[CH:27]=[CH:26][CH:25]=[CH:24][CH:23]=1)[N:17]1[CH:21]=[CH:20][N:19]=[CH:18]1 |f:1.2,6.7|. Procedure: To 0.08 moles of imidazole in 70 ml of acetonitrile, at the temperature of 10 C., 0.02 moles of thionylchloride are added, followed by 1 hour rest, and then 0.02 moles of (benzofuran-2-yl)phenylmethanol are added in 20 ml of acetonitrile. The reaction admixture is kept 24 hours at ambient temperature and then concentrated to dryness. The residue is taken up with ethylether, washed first with 2% sodium hydrate solution and then with water: the hydrochloride is obtained from the ethereal solutions... The reactants are CC(C)(C)c1cc(O)c(C=O)c(C(C)(C)C)c1, CC(=O)O[BH-](OC(C)=O)OC(C)=O, CN, CC(=O)O, ClCCCl, [Na+], [Na+], O=C([O-])O. Yields the product CNCc1c(O)cc(C(C)(C)C)cc1C(C)(C)C. Reaction SMILES: [C:1]([CH3:2])([CH3:3])([CH3:4])[c:5]1[c:6]([CH:7]=[O:8])[c:9]([OH:17])[cH:10][c:11]([C:13]([CH3:14])([CH3:15])[CH3:16])[cH:12]1.[C:20]([O:21][BH-:22]([O:23][C:24](=[O:25])[CH3:26])[O:27][C:28](=[O:29])[CH3:30])(=[O:31])[CH3:32].[CH3:18][NH2:19].[CH3:43][C:44](=[O:45])[OH:46].[Cl:39][CH2:40][CH2:41][Cl:42].[Na+:33].[Na+:38].[O-:34][C:35]([OH:36])=[O:37]>>[C:1]([CH3:2])([CH3:3])([CH3:4])[c:5]1[c:6]([CH2:7][NH:19][CH3:18])[c:9]([OH:17])[cH:10][c:11]([C:13]([CH3:14])([CH3:15])[CH3:16])[cH:12]1. The reactants are COCCOC, CO, COc1ccc2c(C(=O)Cl)cn(-c3ccnc4ccccc34)c2c1, Cl, Cl, N=C(N)N, [Na], O. Yields the product Cl, Cl, COc1ccc2c(C(=O)NC(=N)N)cn(-c3ccnc4ccccc34)c2c1. Reaction SMILES: [CH3:32][O:33][CH2:34][CH2:35][O:36][CH3:37].[CH3:39][OH:40].[Cl:7][C:8](=[O:9])[c:10]1[cH:11][n:12](-[c:21]2[cH:22][cH:23][n:24][c:25]3[cH:26][cH:27][cH:28][cH:29][c:30]23)[c:13]2[cH:14][c:15]([O:19][CH3:20])[cH:16][cH:17][c:18]12.[ClH:2].[ClH:31].[NH2:3][C:4](=[NH:5])[NH2:6].[Na:1].[OH2:38]>>[ClH:2].[ClH:7].[NH:3]=[C:4]([NH:5][C:8](=[O:9])[c:10]1[cH:11][n:12](-[c:21]2[cH:22][cH:23][n:24][c:25]3[cH:26][cH:27][cH:28][cH:29][c:30]23)[c:13]2[cH:14][c:15]([O:19][CH3:20])[cH:16][cH:17][c:18]12)[NH2:6]. The reactants are C(C)(C)(C)OC(=O)NCCOC1=NOC2=C1C=CC=C2 (3-(2-(N-t-butoxycarbonylamino)ethoxy)-1,2-benzisoxazole), C(CCC)[Li] (butyl lithium), C(=O)=O (carbon dioxide), ice water. Solvent: O1CCCC1 (tetrahydrofuran). Conditions: temperature -70 celsius. Product: C(C)(C)(C)OC(=O)NCCOC1=NOC2=C1C(=CC=C2)C(=O)O (3-(2-(N-t-butoxycarbonylamino)ethoxy)-4-carboxy-1,2-benzisoxazole), mixture. As a reaction SMILES: [C:1]([O:5][C:6]([NH:8][CH2:9][CH2:10][O:11][C:12]1[C:16]2[CH:17]=[CH:18][CH:19]=[CH:20][C:15]=2[O:14][N:13]=1)=[O:7])([CH3:4])([CH3:3])[CH3:2].C([Li])CCC.[C:26](=[O:28])=[O:27]>O1CCCC1>[C:1]([O:5][C:6]([NH:8][CH2:9][CH2:10][O:11][C:12]1[C:16]2[C:17]([C:26]([OH:28])=[O:27])=[CH:18][CH:19]=[CH:20][C:15]=2[O:14][N:13]=1)=[O:7])([CH3:4])([CH3:2])[CH3:3]. Reported procedure: To a solution of 3-(2-(N-t-butoxycarbonylamino)ethoxy)-1,2-benzisoxazole (0.55 g) in tetrahydrofuran (30 ml) was added butyl lithium (3.0 ml, 1.6M hexane solution) dropwise with stirring at -70° C. under nitrogen atmosphere, and the mixture was then stirred at the same temperature for 15 minutes. Gaseous carbon dioxide was introduced to the reaction mixture over 10 minutes and the temperature was raised to 0° C. The reaction mixture was poured into ice water (40 ml) and washed with diethylether ... Reactants: COC(COC1=C2C(=C(C(=NC2=C(C=C1)F)CC)CC1=C(C=C(C=C1)S(=O)(=O)C)Cl)OC(F)F)=O ([3-(2-chloro-4-methanesulfonylbenzyl)-4-difluoromethoxy-2-ethyl-8-fluoroquinolin-5-yloxy]acetic acid methyl ester), CO (methanol), [OH-].[Li+] (lithium hydroxide), O (water). Run in C(C)(=O)O (acetic acid). Conditions: time 35 minute. Product: ClC1=C(CC=2C(=NC3=C(C=CC(=C3C2OC(F)F)OCC(=O)O)F)CC)C=CC(=C1)S(=O)(=O)C ([3-(2-chloro-4-methanesulfonylbenzyl)-4-difluoromethoxy-2-ethyl-8-fluoroquinolin-5-yloxy]acetic Acid). As a reaction SMILES: C[O:2][C:3](=[O:35])[CH2:4][O:5][C:6]1[CH:15]=[CH:14][C:13]([F:16])=[C:12]2[C:7]=1[C:8]([O:31][CH:32]([F:34])[F:33])=[C:9]([CH2:19][C:20]1[CH:25]=[CH:24][C:23]([S:26]([CH3:29])(=[O:28])=[O:27])=[CH:22][C:21]=1[Cl:30])[C:10]([CH2:17][CH3:18])=[N:11]2.CO.[OH-].[Li+].O>C(O)(=O)C>[Cl:30][C:21]1[CH:22]=[C:23]([S:26]([CH3:29])(=[O:28])=[O:27])[CH:24]=[CH:25][C:20]=1[CH2:19][C:9]1[C:10]([CH2:17][CH3:18])=[N:11][C:12]2[C:7]([C:8]=1[O:31][CH:32]([F:34])[F:33])=[C:6]([O:5][CH2:4][C:3]([OH:35])=[O:2])[CH:15]=[CH:14][C:13]=2[F:16] |f:2.3|. Procedure details: A mixture of [3-(2-chloro-4-methanesulfonylbenzyl)-4-difluoromethoxy-2-ethyl-8-fluoroquinolin-5-yloxy]acetic acid methyl ester (1.0 g), methanol (38 mL), 5.0 M aqueous lithium hydroxide solution (0.8 mL) and water (1.6 mL) was stirred at room temperature for 35 minutes. The pH of the mixture was adjusted to 4 by the addition of glacial acetic acid and the solvent removed under reduced pressure. The residue was diluted with water (4.0 mL) and the solid collected by filtration, washed with water a... Starting materials: S([O-])(O)(=O)=O.[Na+] (Sodium bisulfate), C([O-])(O)=O.[Na+] (sodium bicarbonate), C(=O)([O-])[O-].[K+].[K+] (K2CO3), CC1=NC(=NO1)COC1=CC=C(C=C1)[N+](=O)[O-] (O-(5-Methyl-1,2,4-oxadiazol-3-yl)methyl-4-nitrophenol). The solvent is O (water), C1CCOC1 (THF), O (water). Reaction conditions: time 30 minute. The product is CC1=NC(=NO1)COC1=CC=C(N)C=C1 (4-(5-methyl-1,2,4-oxadiazol-3-yl)methoxyaniline). As a reaction SMILES: [CH3:1][C:2]1[O:6][N:5]=[C:4]([CH2:7][O:8][C:9]2[CH:14]=[CH:13][C:12]([N+:15]([O-])=O)=[CH:11][CH:10]=2)[N:3]=1.S(=O)(=O)(O)[O-].[Na+].C(=O)(O)[O-].[Na+].C([O-])([O-])=O.[K+].[K+]>C1COCC1.O>[CH3:1][C:2]1[O:6][N:5]=[C:4]([CH2:7][O:8][C:9]2[CH:14]=[CH:13][C:12]([NH2:15])=[CH:11][CH:10]=2)[N:3]=1 |f:1.2,3.4,5.6.7|. Reported procedure: O-(5-Methyl-1,2,4-oxadiazol-3-yl)methyl-4-nitrophenol (1 g) was dissolved in THF (40 mL) and water (40 mL). Sodium bisulfate (3.8 g), sodium bicarbonate (1.4 g), K2CO3 (1.8 g) were added to the solution. It was stirred at rt for 30 min, then diluted with water (80 mL). The aq. solution was extracted with EtOAc (2×100 mL). The organic layers were combined, dried, evaporated to give 4-(5-methyl-1,2,4-oxadiazol-3-yl)methoxyaniline.